Task: describe an organic reaction: reactants, conditions, products, and yield. Dataset: the Open Reaction Database (ORD), a public repository of structured organic reaction records Starting materials: CC=1C(=C2C=CN(C2=CC1)S(=O)(=O)C1=CC=C(C)C=C1)NC(OC(C)(C)C)=O (tert-butyl (5-methyl-1-tosyl-1H-indol-4-yl)carbamate), C(=O)(C(F)(F)F)O (TFA). Run in C(Cl)Cl (DCM). The product is CC1=C(C=2C=CN(C2C=C1)S(=O)(=O)C1=CC=C(C)C=C1)N (5-Methyl-1-tosyl-1H-indol-4-amine). RXN SMILES: [CH3:1][C:2]1[C:3]([NH:21]C(=O)OC(C)(C)C)=[C:4]2[C:8](=[CH:9][CH:10]=1)[N:7]([S:11]([C:14]1[CH:20]=[CH:19][C:17]([CH3:18])=[CH:16][CH:15]=1)(=[O:13])=[O:12])[CH:6]=[CH:5]2.C(O)(C(F)(F)F)=O>C(Cl)Cl>[CH3:1][C:2]1[CH:10]=[CH:9][C:8]2[N:7]([S:11]([C:14]3[CH:20]=[CH:19][C:17]([CH3:18])=[CH:16][CH:15]=3)(=[O:13])=[O:12])[CH:6]=[CH:5][C:4]=2[C:3]=1[NH2:21]. Procedure details: To a solution of tert-butyl (5-methyl-1-tosyl-1H-indol-4-yl)carbamate (10.5 g, 26.2 mmol) in DCM (197 mL) was added TFA (65.5 mL), and the mixture was stirred at room temperature. After 20 minutes the reaction was concentrated, dissolved in EtOAc, washed with sat. aq. NaHCO3, dried over MgSO4, filtered and concentrated. The resulting residue was purified by flash chromatography (0-70% EtOAc in heptanes) to provide the title compound. MS (ESI+) m/z 301.1 (M+H). The reactants are BrC1=C(C=C(C=C1)C=1OC(=NN1)C)C (2-(4-bromo-3-methylphenyl)-5-methyl-[1,3,4]oxadiazole), C1(CC1)CNC(C1=CC(=C(C=C1)C)B1OC(C(O1)(C)C)(C)C)=O (N-cyclopropylmethyl-4-methyl-3-(4,4,5,5-tetramethyl-[1,3,2]-dioxaborolan-2-yl)benzamide), C1(CC1)CNC(C1=CC(=C(C=C1)C)B1OC(C(O1)(C)C)(C)C)=O (N-cyclopropylmethyl-4-methyl-3-(4,4,5,5-tetramethyl-[1,3,2]-dioxaborolan-2-yl)benzamide). The product is C1(CC1)CNC(=O)C=1C=C(C(=CC1)C)C1=C(C=C(C=C1)C=1OC(=NN1)C)C (6,2′-Dimethyl-4′-(5-methyl-[1,3,4]oxadiazol-2-yl)-biphenyl-3-carboxylic acid cyclopropylmethyl-amide). As a reaction SMILES: Br[C:2]1[CH:7]=[CH:6][C:5]([C:8]2[O:9][C:10]([CH3:13])=[N:11][N:12]=2)=[CH:4][C:3]=1[CH3:14].[CH:15]1([CH2:18][NH:19][C:20](=[O:37])[C:21]2[CH:26]=[CH:25][C:24]([CH3:27])=[C:23](B3OC(C)(C)C(C)(C)O3)[CH:22]=2)[CH2:17][CH2:16]1>>[CH:15]1([CH2:18][NH:19][C:20]([C:21]2[CH:22]=[C:23]([C:2]3[CH:7]=[CH:6][C:5]([C:8]4[O:9][C:10]([CH3:13])=[N:11][N:12]=4)=[CH:4][C:3]=3[CH3:14])[C:24]([CH3:27])=[CH:25][CH:26]=2)=[O:37])[CH2:17][CH2:16]1. Procedure: The title compound was prepared using 2-(4-bromo-3-methylphenyl)-5-methyl-[1,3,4]oxadiazole and N-cyclopropylmethyl-4-methyl-3-(4,4,5,5-tetramethyl-[1,3,2]-dioxaborolan-2-yl)benzamide (Intermediate 17).